From a dataset of the Open Reaction Database (ORD), a public repository of structured organic reaction records. describe an organic reaction: reactants, conditions, products, and yield The reactants are BrC=1C=C(N(C1)C)C(=O)OC (Methyl 4-bromo-1-methyl-1H-pyrrole-2-carboxylate), C(C)(C)(C)OC(=O)NC1=CC=C(C=C1)B(O)O ((4-((tert-butoxycarbonyl)amino)phenyl)boronic acid), CCO (EtOH), C(=O)([O-])[O-].[K+].[K+] (K2CO3). Reagents/catalysts: C=1C=CC(=CC1)[P](C=2C=CC=CC2)(C=3C=CC=CC3)[Pd]([P](C=4C=CC=CC4)(C=5C=CC=CC5)C=6C=CC=CC6)([P](C=7C=CC=CC7)(C=8C=CC=CC8)C=9C=CC=CC9)[P](C=1C=CC=CC1)(C=1C=CC=CC1)C=1C=CC=CC1 (tetrakis(triphenylphosphine)palladium), C=1C=CC(=CC1)[P](C=2C=CC=CC2)(C=3C=CC=CC3)[Pd]([P](C=4C=CC=CC4)(C=5C=CC=CC5)C=6C=CC=CC6)([P](C=7C=CC=CC7)(C=8C=CC=CC8)C=9C=CC=CC9)[P](C=1C=CC=CC1)(C=1C=CC=CC1)C=1C=CC=CC1 (Pd(PPh3)4). The solvent is O (water), O (water), C1(=CC=CC=C1)C (toluene). Conditions: temperature 100 celsius. The product is C(C)(C)(C)OC(=O)NC1=CC=C(C=C1)C=1C=C(N(C1)C)C(=O)OC (Methyl 4-(4-(tert-butoxycarbonylamino)phenyl)-1-methyl-1H-pyrrole-2-carboxylate). Yield: 96.8%. RXN SMILES: Br[C:2]1[CH:3]=[C:4]([C:8]([O:10][CH3:11])=[O:9])[N:5]([CH3:7])[CH:6]=1.[C:12]([O:16][C:17]([NH:19][C:20]1[CH:25]=[CH:24][C:23](B(O)O)=[CH:22][CH:21]=1)=[O:18])([CH3:15])([CH3:14])[CH3:13].CCO.C([O-])([O-])=O.[K+].[K+]>O.C1C=CC([P]([Pd]([P](C2C=CC=CC=2)(C2C=CC=CC=2)C2C=CC=CC=2)([P](C2C=CC=CC=2)(C2C=CC=CC=2)C2C=CC=CC=2)[P](C2C=CC=CC=2)(C2C=CC=CC=2)C2C=CC=CC=2)(C2C=CC=CC=2)C2C=CC=CC=2)=CC=1.C1(C)C=CC=CC=1>[C:12]([O:16][C:17]([NH:19][C:20]1[CH:25]=[CH:24][C:23]([C:2]2[CH:3]=[C:4]([C:8]([O:10][CH3:11])=[O:9])[N:5]([CH3:7])[CH:6]=2)=[CH:22][CH:21]=1)=[O:18])([CH3:15])([CH3:13])[CH3:14] |f:3.4.5,^1:42,44,63,82|. Procedure details: A catalytic amount of tetrakis(triphenylphosphine)palladium, Pd(PPh3)4 (0.477 g, 0.413, 0.06 eq) was added to a solution of 4 (1.5 g, 6.88 mmol, 1 eq) and (4-((tert-butoxycarbonyl)amino)phenyl)boronic acid (1.57 g, 6.88 mmol, 1.20 eq) in a 9:3:1 combination (13.5 ml) of EtOH, toluene and water in the presence of K2CO3 (2.856 g, 3 eq.) in a 10-20 mL microwave vial containing a magnetic stirrer. The reaction vessel was flushed with nitrogen during each addition. The reaction mixture was sealed in ... RXN SMILES: [Br-].[CH2:2]([P+](C1C=CC=CC=1)(C1C=CC=CC=1)C1C=CC=CC=1)[CH:3]([CH3:5])[CH3:4].C[Si]([N-][Si](C)(C)C)(C)C.[Na+].[CH3:35][O:36][C:37](=[O:48])[C:38]([C:40]1[CH:45]=[CH:44][C:43]([Cl:46])=[C:42]([Cl:47])[CH:41]=1)=O>O1CCCC1>[CH3:35][O:36][C:37](=[O:48])[C:38]([C:40]1[CH:45]=[CH:44][C:43]([Cl:46])=[C:42]([Cl:47])[CH:41]=1)=[CH:2][CH:3]([CH3:5])[CH3:4] |f:0.1,2.3|. The reactants are [Br-].C(C(C)C)[P+](C1=CC=CC=C1)(C1=CC=CC=C1)C1=CC=CC=C1 (isobutyl triphenylphosphonium bromide), COC(C(=O)C1=CC(=C(C=C1)Cl)Cl)=O ((3,4-dichloro-phenyl)-oxo-acetic acid methyl ester), solution, C[Si](C)(C)[N-][Si](C)(C)C.[Na+] (sodium bis(trimethylsilyl)amide). Product: hexanes ethyl acetate, COC(C(=CC(C)C)C1=CC(=C(C=C1)Cl)Cl)=O (2-(3,4-dichloro-phenyl)-4-methyl-pent-2-enoic acid methyl ester). The solvent is O1CCCC1 (tetrahydrofuran), O1CCCC1 (tetrahydrofuran). Reaction conditions: temperature 0 celsius, time 1 hour. Procedure details: A suspension of isobutyl triphenylphosphonium bromide (2.02 g, 4.96 mmol) in dry tetrahydrofuran (5.4 mL) was cooled to 0° C. and then treated dropwise with a 1.0M solution of sodium bis(trimethylsilyl)amide (5 mL, 4.96 mmol). The bright orange reaction mixture was stirred at 0° C. for 1 h. The reaction mixture was then treated with a solution of (3,4-dichloro-phenyl)-oxo-acetic acid methyl ester (0.77 g, 3.30 mmol) in tetrahydrofuran (3 mL). The resulting reaction mixture was allowed to warm to... Yield: 83.1%.